From a dataset of the Open Reaction Database (ORD), a public repository of structured organic reaction records. describe an organic reaction: reactants, conditions, products, and yield Yields the product COc1cc2c3c(c1)nc(-c1ccccc1)n3CCC2=NO. The reactants are COc1cc2c3c(c1)nc(-c1ccccc1)n3CCC2=O, Cl, NO. Reaction SMILES: [CH3:1][O:2][c:3]1[cH:4][c:5]2[c:10]3[n:9]([c:14](-[c:15]4[cH:16][cH:17][cH:18][cH:19][cH:20]4)[n:13][c:11]3[cH:12]1)[CH2:8][CH2:7][C:6]2=[O:21].[ClH:22].[NH2:23][OH:24]>>[CH3:1][O:2][c:3]1[cH:4][c:5]2[c:10]3[n:9]([c:14](-[c:15]4[cH:16][cH:17][cH:18][cH:19][cH:20]4)[n:13][c:11]3[cH:12]1)[CH2:8][CH2:7][C:6]2=[N:23][OH:24]. Reactants: COC(N[C@@H](C(C)C)C(=O)N1[C@@H](CCC1)C=1NC=C(N1)C1=CC=C(C=C1)C1=CC=C(C=C1)C(CNC(=O)C1N(CC2(C1)CCOCC2)C([C@H](C(C)C)NC(=O)OC)=O)=O)=O (methyl((1S)-2-methyl-1-{[(2S)-2-(4-{4′-[({[2-((2S)-3-methyl-2-{[(methyloxy)carbonyl]amino}butanoyl)-8-oxa-2-azaspiro[4.5]dec-3-yl]carbonyl}amino)acetyl]-4-biphenylyl}-1H-imidazol-2-yl)-1-pyrrolidinyl]carbonyl}propyl)carbamate), COC(N[C@@H](C(C)C)C(=O)N1[C@@H](CCC1)C=1NC=C(N1)C1=CC=C(C=C1)C1=CC=C(C=C1)C(CNC(=O)C1N(CC2(C1)CCOCC2)C([C@H](C(C)C)NC(=O)OC)=O)=O)=O (methyl((1S)-2-methyl-1-{[(2S)-2-(4-{4′-[({[2-((2S)-3-methyl-2-{[(methyloxy)carbonyl]amino}butanoyl)-8-oxa-2-azaspiro[4.5]dec-3-yl]carbonyl}amino)acetyl]-4-biphenylyl}-1H-imidazol-2-yl)-1-pyrrolidinyl]carbonyl}propyl)carbamate), C(C)(=O)[O-].[NH4+] (ammonium acetate), O1CCOCC1 (dioxane). Run in C(C)(=O)OCC (ethyl acetate). Conditions: temperature 110 celsius. Product: CC([C@@H](C(=O)N1[C@@H](CCC1)C=1NC=C(N1)C1=CC=C(C=C1)C1=CC=C(C=C1)C=1N=C(NC1)C1N(CC2(C1)CCOCC2)C([C@H](C(C)C)NC(=O)OC)=O)NC(OC)=O)C (methyl [(1S)-2-methyl-1-({(2S)-2-[4-(4′-{2-[2-((2S)-3-methyl-2-{[(methyloxy)carbonyl]amino}butanoyl)-8-oxa-2-azaspiro[4.5]dec-3-yl]-1H-imidazol-4-yl}-4-biphenylyl)-1H-imidazol-2-yl]-1-pyrrolidinyl}carbonyl)propyl]carbamate). The yield is 34.0%. RXN SMILES: [CH3:1][O:2][C:3](=[O:60])[NH:4][C@H:5]([C:9]([N:11]1[CH2:15][CH2:14][CH2:13][C@H:12]1[C:16]1[NH:17][CH:18]=[C:19]([C:21]2[CH:26]=[CH:25][C:24]([C:27]3[CH:32]=[CH:31][C:30]([C:33](=O)[CH2:34][NH:35][C:36]([CH:38]4[CH2:42][C:41]5(CCOCC5)[CH2:40][N:39]4[C:48](=[O:58])[C@@H:49]([NH:53][C:54]([O:56][CH3:57])=[O:55])[CH:50]([CH3:52])[CH3:51])=O)=[CH:29][CH:28]=3)=[CH:23][CH:22]=2)[N:20]=1)=[O:10])[CH:6]([CH3:8])[CH3:7].C([O-])(=O)C.[NH4+:65].[O:66]1[CH2:71][CH2:70]O[CH2:68][CH2:67]1>C(OCC)(=O)C>[CH3:52][CH:50]([CH3:51])[C@H:49]([NH:53][C:54](=[O:55])[O:56][CH3:57])[C:48]([N:39]1[CH2:40][CH2:41][CH2:42][C@H:38]1[C:36]1[NH:35][CH:34]=[C:33]([C:30]2[CH:31]=[CH:32][C:27]([C:24]3[CH:23]=[CH:22][C:21]([C:19]4[N:20]=[C:16]([CH:12]5[CH2:13][C:14]6([CH2:70][CH2:71][O:66][CH2:67][CH2:68]6)[CH2:15][N:11]5[C:9](=[O:10])[C@@H:5]([NH:4][C:3]([O:2][CH3:1])=[O:60])[CH:6]([CH3:7])[CH3:8])[NH:17][CH:18]=4)=[CH:26][CH:25]=3)=[CH:28][CH:29]=2)[N:65]=1)=[O:58] |f:1.2|. Reported procedure: A solution of methyl((1S)-2-methyl-1-{[(2S)-2-(4-{4′-[({[2-((2S)-3-methyl-2-{[(methyloxy)carbonyl]amino}butanoyl)-8-oxa-2-azaspiro[4.5]dec-3-yl]carbonyl}amino)acetyl]-4-biphenylyl}-1H-imidazol-2-yl)-1-pyrrolidinyl]carbonyl}propyl)carbamate (Intermediate 104) (131 mg, 0.16 mmol) and ammonium acetate (122 mg, 1.6 mmol) in dioxane (2 mL) was degassed and heated to 110° C. in a sealed tube for 18 h. The reaction was cooled to room temperature and diluted with ethyl acetate and filtered and concentra... Reactants: C[Al](C)C (Trimethylaluminium), CC=1C=CC(=NC1)N (5-methylpyridin-2-amine), [Si](C)(C)(C(C)(C)C)OC1CN(C1)C[C@@H](C(=O)OC)O ((S)-methyl 3-(3-(tert-butyldimethylsilyloxy)azetidin-1-yl)-2-hydroxypropanoate). Run in C1(=CC=CC=C1)C (toluene), C1(=CC=CC=C1)C (toluene). Conditions: temperature 0 celsius, time 10 minute. The product is [Si](C)(C)(C(C)(C)C)OC1CN(C1)C[C@@H](C(=O)NC1=NC=C(C=C1)C)O ((S)-3-(3-(tert-butyldimethylsilyloxy)azetidin-1-yl)-2-hydroxy-N-(5-methylpyridin-2-yl)propanamide). Yield: 76.2%. As a reaction SMILES: C[Al](C)C.[CH3:5][C:6]1[CH:7]=[CH:8][C:9]([NH2:12])=[N:10][CH:11]=1.[Si:13]([O:20][CH:21]1[CH2:24][N:23]([CH2:25][C@H:26]([OH:31])[C:27](OC)=[O:28])[CH2:22]1)([C:16]([CH3:19])([CH3:18])[CH3:17])([CH3:15])[CH3:14]>C1(C)C=CC=CC=1>[Si:13]([O:20][CH:21]1[CH2:24][N:23]([CH2:25][C@H:26]([OH:31])[C:27]([NH:12][C:9]2[CH:8]=[CH:7][C:6]([CH3:5])=[CH:11][N:10]=2)=[O:28])[CH2:22]1)([C:16]([CH3:19])([CH3:18])[CH3:17])([CH3:15])[CH3:14]. Procedure details: Trimethylaluminium (2M in toluene) (0.993 mL, 1.99 mmol) was added to 5-methylpyridin-2-amine (205 mg, 1.90 mmol) in toluene (10 mL) cooled to 0° C. under nitrogen. The resulting solution was stirred at 0° C. for 10 minutes. (S)-methyl 3-(3-(tert-butyldimethylsilyloxy)azetidin-1-yl)-2-hydroxypropanoate (Intermediate AD3) (500 mg, 1.73 mmol) in toluene (4 mL) was added and the reaction was allowed to warm to room temperature and then heated at 80° C. for 4 hours. The reaction mixture was concentr... Starting materials: N(=[N+]=[N-])C[C@H](CC1CCCCC1)NC(OC(C)(C)C)=O ((S)-tert-butyl 1-azido-3-cyclohexylpropan-2-ylcarbamate), N#N (N2). Reagents/catalysts: [Pd] (Pd/C). The solvent is CO (methanol). Run at time 8 hour. Product: NC[C@H](CC1CCCCC1)NC(OC(C)(C)C)=O ((S)-tert-butyl 1-amino-3-cyclohexylpropan-2-ylcarbamate). The yield is 90.2%. Reaction SMILES: [N:1]([CH2:4][C@@H:5]([NH:13][C:14](=[O:20])[O:15][C:16]([CH3:19])([CH3:18])[CH3:17])[CH2:6][CH:7]1[CH2:12][CH2:11][CH2:10][CH2:9][CH2:8]1)=[N+]=[N-].N#N>CO.[Pd]>[NH2:1][CH2:4][C@@H:5]([NH:13][C:14](=[O:20])[O:15][C:16]([CH3:18])([CH3:17])[CH3:19])[CH2:6][CH:7]1[CH2:12][CH2:11][CH2:10][CH2:9][CH2:8]1. Reported procedure: A solution of (S)-tert-butyl 1-azido-3-cyclohexylpropan-2-ylcarbamate (7.2 g, 25.5 mmol) in methanol (250 mL) was added to wetted Pd/C (1.0 g) in a N2-filled Parr bottle. After 3 vac/purge cycles with H2, the vessel was charged to 50 psi and shaken on a Parr apparatus overnight. Theoretical equivalents (36 psi) of H2 were consumed. The reaction mixture was filtered through a pad of Celite and the solvent was removed to give (S)-tert-butyl 1-amino-3-cyclohexylpropan-2-ylcarbamate (5.9 g, 90%) as ... The reactants are O=Cc1cc(Br)cs1, CCOCC, O, O, OCCO, Cc1ccc(S(=O)(=O)O)cc1, c1ccccc1. The product is Brc1csc(C2OCCO2)c1. RXN SMILES: [Br:7][c:8]1[cH:9][c:10]([CH:13]=[O:14])[s:11][cH:12]1.[CH3:31][CH2:32][O:33][CH2:34][CH3:35].[OH2:19].[OH2:36].[OH:15][CH2:16][CH2:17][OH:18].[c:20]1([CH3:21])[cH:22][cH:23][c:24]([S:25]([OH:26])(=[O:27])=[O:28])[cH:29][cH:30]1.[cH:1]1[cH:2][cH:3][cH:4][cH:5][cH:6]1>>[Br:7][c:8]1[cH:9][c:10]([CH:13]2[O:14][CH2:17][CH2:16][O:15]2)[s:11][cH:12]1. Reactants: [H][H] (hydrogen), CC=1C=C(C=C(C1)C)C=1NC2=CC=CC=C2C1CCNCCCCC1=CC=C(C=C1)O (4-[4-[[2-[2-(3,5-dimethylphenyl)-1H-indol-3-yl]ethyl]amino]butyl]phenol), C(C)OC1OCCC1 (2-ethoxytetrahydrofuran), C(C)(=O)O (acetic acid). The reagents and catalysts are [OH-].[OH-].[Pd+2] (palladium hydroxide on carbon). Solvent: C(C)N(CC)CC (triethylamine). Run at time 30 minute. Product: CC=1C=C(C=C(C1)C)C=1NC2=CC=CC=C2C1CCN(CCCCC1=CC=C(C=C1)O)CCCCO (4-[4-[[2-[2-(3,5-dimethylphenyl)-1H-indol-3-yl]ethyl]-(4-hydroxybutyl)amino]butyl]phenol). Reaction SMILES: [CH3:1][C:2]1[CH:3]=[C:4]([C:9]2[NH:10][C:11]3[C:16]([C:17]=2[CH2:18][CH2:19][NH:20][CH2:21][CH2:22][CH2:23][CH2:24][C:25]2[CH:30]=[CH:29][C:28]([OH:31])=[CH:27][CH:26]=2)=[CH:15][CH:14]=[CH:13][CH:12]=3)[CH:5]=[C:6]([CH3:8])[CH:7]=1.C([O:34][CH:35]1[CH2:39][CH2:38][CH2:37]O1)C.C(O)(=O)C.[H][H]>[OH-].[OH-].[Pd+2].C(N(CC)CC)C>[CH3:8][C:6]1[CH:5]=[C:4]([C:9]2[NH:10][C:11]3[C:16]([C:17]=2[CH2:18][CH2:19][N:20]([CH2:37][CH2:38][CH2:39][CH2:35][OH:34])[CH2:21][CH2:22][CH2:23][CH2:24][C:25]2[CH:26]=[CH:27][C:28]([OH:31])=[CH:29][CH:30]=2)=[CH:15][CH:14]=[CH:13][CH:12]=3)[CH:3]=[C:2]([CH3:1])[CH:7]=1 |f:4.5.6|. Procedure details: To a solution of 4-[4-[[2-[2-(3,5-dimethylphenyl)-1H-indol-3-yl]ethyl]amino]butyl]phenol (18 mg in 2 mL tetrahydrofuran) was added 0.050 mL of 2-ethoxytetrahydrofuran followed by 0.25 mL of 30% aqueous acetic acid and the mixture stirred for 30 minutes. At this time 0.35 mL triethylamine was added followed by 10% palladium hydroxide on carbon catalyst. The reaction flask was fitted with a hydrogen balloon, evacuated and recharged with hydrogen (3 times) and stirred at room temperature. After 23 ... Reactants: CC[SiH](CC)CC, CC(C)(C)C(C(=O)[O-])c1cccc(C(F)(F)F)n1, ClCCl, O=C(O)C(F)(F)F. The product is O=C(O)Cc1cccc(C(F)(F)F)n1. RXN SMILES: [CH2:19]([SiH:20]([CH2:21][CH3:22])[CH2:23][CH3:24])[CH3:25].[CH3:1][C:2]([CH3:3])([CH3:4])[CH:5]([C:6](=[O:7])[O-:8])[c:9]1[n:10][c:11]([C:15]([F:16])([F:17])[F:18])[cH:12][cH:13][cH:14]1.[Cl:33][CH2:34][Cl:35].[F:26][C:27]([F:28])([F:29])[C:30]([OH:31])=[O:32]>>[CH2:5]([C:6](=[O:7])[OH:8])[c:9]1[n:10][c:11]([C:15]([F:16])([F:17])[F:18])[cH:12][cH:13][cH:14]1. Reactants: COc1ccc(NC2CCN(C(=O)OC(C)(C)C)CC2)cc1F, COc1cc(NC2CCNCC2)ccc1F. The product is COc1ccc(NC2CCNCC2)cc1F. Reaction SMILES: [F:1][c:2]1[cH:3][c:4]([NH:10][CH:11]2[CH2:12][CH2:13][N:14]([C:17]([O:18][C:19]([CH3:20])([CH3:21])[CH3:22])=[O:23])[CH2:15][CH2:16]2)[cH:5][cH:6][c:7]1[O:8][CH3:9].[F:24][c:25]1[cH:26][cH:27][c:28]([NH:29][CH:30]2[CH2:31][CH2:32][NH:33][CH2:34][CH2:35]2)[cH:36][c:37]1[O:38][CH3:39]>>[F:1][c:2]1[cH:3][c:4]([NH:10][CH:11]2[CH2:12][CH2:13][NH:14][CH2:15][CH2:16]2)[cH:5][cH:6][c:7]1[O:8][CH3:9]. Reactants: CCOC(OCC)C(C)N(Cc1csc2ccccc12)C(=O)C(N)CC(=O)NC(c1ccccc1)(c1ccccc1)c1ccccc1, O=C(O)CONC(=O)NCc1ccncc1. Product: CCOC(OCC)C(C)N(Cc1csc2ccccc12)C(=O)C(CC(=O)NC(c1ccccc1)(c1ccccc1)c1ccccc1)NC(=O)CONC(=O)NCc1ccncc1. Reaction SMILES: [NH2:17][CH:18]([C:19](=[O:20])[N:21]([CH:22]([CH:23]([O:24][CH2:25][CH3:26])[O:27][CH2:28][CH3:29])[CH3:30])[CH2:31][c:32]1[c:33]2[c:34]([s:35][cH:36]1)[cH:37][cH:38][cH:39][cH:40]2)[CH2:41][C:42](=[O:43])[NH:44][C:45]([c:46]1[cH:47][cH:48][cH:49][cH:50][cH:51]1)([c:52]1[cH:53][cH:54][cH:55][cH:56][cH:57]1)[c:58]1[cH:59][cH:60][cH:61][cH:62][cH:63]1.[n:1]1[cH:2][cH:3][c:4]([CH2:7][NH:8][C:9]([NH:10][O:11][CH2:12][C:13](=[O:14])[OH:15])=[O:16])[cH:5][cH:6]1>>[n:1]1[cH:2][cH:3][c:4]([CH2:7][NH:8][C:9]([NH:10][O:11][CH2:12][C:13](=[O:15])[NH:17][CH:18]([C:19](=[O:20])[N:21]([CH:22]([CH:23]([O:24][CH2:25][CH3:26])[O:27][CH2:28][CH3:29])[CH3:30])[CH2:31][c:32]2[c:33]3[c:34]([s:35][cH:36]2)[cH:37][cH:38][cH:39][cH:40]3)[CH2:41][C:42](=[O:43])[NH:44][C:45]([c:46]2[cH:47][cH:48][cH:49][cH:50][cH:51]2)([c:52]2[cH:53][cH:54][cH:55][cH:56][cH:57]2)[c:58]2[cH:59][cH:60][cH:61][cH:62][cH:63]2)=[O:16])[cH:5][cH:6]1.